From a dataset of the Open Reaction Database (ORD), a public repository of structured organic reaction records. describe an organic reaction: reactants, conditions, products, and yield The reactants are CNC, CCCC(=O)c1ccc(OCCN(CC)CC)cc1Cl, Cl, Cl. Product: C=C(CC)C(=O)c1ccc(OCCN(CC)CC)cc1Cl. Reaction SMILES: [CH3:22][NH:23][CH3:24].[Cl:1][c:2]1[c:3]([C:16]([CH2:17][CH2:18][CH3:19])=[O:20])[cH:4][cH:5][c:6]([O:8][CH2:9][CH2:10][N:11]([CH2:12][CH3:13])[CH2:14][CH3:15])[cH:7]1.[ClH:21].[ClH:25]>>[Cl:1][c:2]1[c:3]([C:16]([C:17]([CH2:18][CH3:19])=[CH2:22])=[O:20])[cH:4][cH:5][c:6]([O:8][CH2:9][CH2:10][N:11]([CH2:12][CH3:13])[CH2:14][CH3:15])[cH:7]1. The reactants are [BH4-], [BH4-], CCOCC, CCOC(=O)C(Cc1cccc(OC(F)(F)C(F)F)c1)C(=O)c1ccc(Cl)nc1, Cl, [Zn+2]. The product is CCOC(=O)C(Cc1cccc(OC(F)(F)C(F)F)c1)C(O)c1ccc(Cl)nc1. RXN SMILES: [BH4-:36].[BH4-:38].[CH3:31][CH2:32][O:33][CH2:34][CH3:35].[Cl:1][c:2]1[cH:3][cH:4][c:5]([C:8]([CH:9]([C:10](=[O:11])[O:12][CH2:13][CH3:14])[CH2:15][c:16]2[cH:17][c:18]([O:22][C:23]([CH:24]([F:25])[F:26])([F:27])[F:28])[cH:19][cH:20][cH:21]2)=[O:29])[cH:6][n:7]1.[ClH:30].[Zn+2:37]>>[Cl:1][c:2]1[cH:3][cH:4][c:5]([CH:8]([CH:9]([C:10](=[O:11])[O:12][CH2:13][CH3:14])[CH2:15][c:16]2[cH:17][c:18]([O:22][C:23]([CH:24]([F:25])[F:26])([F:27])[F:28])[cH:19][cH:20][cH:21]2)[OH:29])[cH:6][n:7]1.